From a dataset of the Open Reaction Database (ORD), a public repository of structured organic reaction records. describe an organic reaction: reactants, conditions, products, and yield The reactants are C1CCNC1, ClCCl, Cc1cccc(OC2CCN(Cc3ccccc3)C2)c1, O=C(Cl)Cl. Yields the product Cc1cccc(OC2CCN(C(=O)Cl)C2)c1. Reaction SMILES: [CH2:25]1[CH2:26][NH:27][CH2:28][CH2:29]1.[CH2:30]([Cl:31])[Cl:32].[CH2:5]([c:6]1[cH:7][cH:8][cH:9][cH:10][cH:11]1)[N:12]1[CH2:13][CH:14]([O:17][c:18]2[cH:19][c:20]([CH3:24])[cH:21][cH:22][cH:23]2)[CH2:15][CH2:16]1.[Cl:1][C:2]([Cl:3])=[O:4]>>[Cl:1][C:2](=[O:4])[N:12]1[CH2:13][CH:14]([O:17][c:18]2[cH:19][c:20]([CH3:24])[cH:21][cH:22][cH:23]2)[CH2:15][CH2:16]1. Starting materials: C1CCOC1, CO, COC(=O)c1ccc2c(C3CCCCC3)c3n(c2c1)CCN(CCN1CCOCC1)Cc1ccccc1-3, [Na+], [OH-]. Yields the product O=C(O)c1ccc2c(C3CCCCC3)c3n(c2c1)CCN(CCN1CCOCC1)Cc1ccccc1-3. Reaction SMILES: [CH2:38]1[O:39][CH2:40][CH2:41][CH2:42]1.[CH3:43][OH:44].[CH:1]1([c:7]2[c:8]3[cH:9][cH:10][c:11]([C:34](=[O:35])[O:36][CH3:37])[cH:12][c:13]3[n:14]3[c:15]2-[c:16]2[c:17]([cH:30][cH:31][cH:32][cH:33]2)[CH2:18][N:19]([CH2:22][CH2:23][N:24]2[CH2:25][CH2:26][O:27][CH2:28][CH2:29]2)[CH2:20][CH2:21]3)[CH2:2][CH2:3][CH2:4][CH2:5][CH2:6]1.[Na+:46].[OH-:45]>>[CH:1]1([c:7]2[c:8]3[cH:9][cH:10][c:11]([C:34](=[O:35])[OH:36])[cH:12][c:13]3[n:14]3[c:15]2-[c:16]2[c:17]([cH:30][cH:31][cH:32][cH:33]2)[CH2:18][N:19]([CH2:22][CH2:23][N:24]2[CH2:25][CH2:26][O:27][CH2:28][CH2:29]2)[CH2:20][CH2:21]3)[CH2:2][CH2:3][CH2:4][CH2:5][CH2:6]1. Procedure details: 911 mg of 4-hydroxymethylbenzaldehyde and 2.0 g of (5-cyano-2-benzofuranyl)methyltriphenylphosphonium chloride were dissolved in a solvent mixture of 10 ml of tetrahydrofuran and 10 ml of ethanol, followed by the addition of 845 mg of 1,8-diazabicyclo[5.4.0]-7-undecene and by subsequent stirring at room temperature for 1 hour. After distilling off the solvent, the resulting residue was purified by subjecting it to silica gel column chromatography, thereby obtaining 2.3 g of 2-[2-(4-hydroxymethyl... Solvent: O1CCCC1 (tetrahydrofuran), C(C)O (ethanol). As a reaction SMILES: O[CH2:2][C:3]1[CH:10]=[CH:9][C:6]([CH:7]=[O:8])=[CH:5][CH:4]=1.[Cl-].[C:12]([C:14]1[CH:15]=[CH:16][C:17]2[O:21][C:20]([CH2:22][P+](C3C=CC=CC=3)(C3C=CC=CC=3)C3C=CC=CC=3)=[CH:19][C:18]=2[CH:42]=1)#[N:13].C1CCN2C(=NCCC2)CC1>O1CCCC1.C(O)C>[OH:8][CH2:7][C:6]1[CH:9]=[CH:10][C:3]([CH:2]=[CH:22][C:20]2[O:21][C:17]3[CH:16]=[CH:15][C:14]([C:12]#[N:13])=[CH:42][C:18]=3[CH:19]=2)=[CH:4][CH:5]=1 |f:1.2|. The product is OCC1=CC=C(C=C1)C=CC=1OC2=C(C1)C=C(C=C2)C#N (2-[2-(4-hydroxymethylphenyl)vinyl]-5-benzofurancarbonitrile). Starting materials: OCC1=CC=C(C=O)C=C1 (4-hydroxymethylbenzaldehyde), [Cl-].C(#N)C=1C=CC2=C(C=C(O2)C[P+](C2=CC=CC=C2)(C2=CC=CC=C2)C2=CC=CC=C2)C1 ((5-cyano-2-benzofuranyl)methyltriphenylphosphonium chloride), C1CCC2=NCCCN2CC1 (1,8-diazabicyclo[5.4.0]-7-undecene). The yield is 189.6%. Run at time 1 hour. Starting materials: COC(=O)c1cc(Oc2ccc3c(c2)COB3O)ccc1C#N, CO, Cl, [Na+], [OH-]. The product is N#Cc1ccc(Oc2ccc3c(c2)COB3O)cc1C(=O)O. As a reaction SMILES: [C:1](#[N:2])[c:3]1[c:4]([C:20](=[O:21])[O:22][CH3:23])[cH:5][c:6]([O:7][c:8]2[cH:9][cH:10][c:11]3[c:12]([cH:17]2)[CH2:13][O:14][B:15]3[OH:16])[cH:18][cH:19]1.[CH3:27][OH:28].[ClH:26].[Na+:25].[OH-:24]>>[C:1](#[N:2])[c:3]1[c:4]([C:20](=[O:21])[OH:22])[cH:5][c:6]([O:7][c:8]2[cH:9][cH:10][c:11]3[c:12]([cH:17]2)[CH2:13][O:14][B:15]3[OH:16])[cH:18][cH:19]1. Reactants: Cc1nc(C(=O)O)c(-c2cc(F)cc(F)c2)o1, CC(F)(F)c1ccc(Cn2ncc(N)n2)o1. The product is Cc1nc(C(=O)Nc2cnn(Cc3ccc(C(C)(F)F)o3)n2)c(-c2cc(F)cc(F)c2)o1. As a reaction SMILES: [F:17][c:18]1[cH:19][c:20](-[c:25]2[c:26]([C:31](=[O:32])[OH:33])[n:27][c:28]([CH3:30])[o:29]2)[cH:21][c:22]([F:24])[cH:23]1.[F:1][C:2]([CH3:3])([F:4])[c:5]1[cH:6][cH:7][c:8]([CH2:10][n:11]2[n:12][cH:13][c:14]([NH2:16])[n:15]2)[o:9]1>>[F:1][C:2]([CH3:3])([F:4])[c:5]1[cH:6][cH:7][c:8]([CH2:10][n:11]2[n:12][cH:13][c:14]([NH:16][C:31]([c:26]3[c:25](-[c:20]4[cH:19][c:18]([F:17])[cH:23][c:22]([F:24])[cH:21]4)[o:29][c:28]([CH3:30])[n:27]3)=[O:32])[n:15]2)[o:9]1. Reactants: O1CCOCC1 (dioxane), BrC1=NN(C2=CC=CC(=C12)[N+](=O)[O-])CC1=NC(=CC=C1)C(C)C (3-bromo-1-((6-isopropylpyridin-2-yl)methyl)-4-nitro-1H-indazole), CB(O)O (methyl boronic acid), C([O-])([O-])=O.[K+].[K+] (potassium carbonate), CB(O)O (methyl boronic acid). The reagents and catalysts are C=1C=CC(=CC1)[P](C=2C=CC=CC2)(C=3C=CC=CC3)[Pd]([P](C=4C=CC=CC4)(C=5C=CC=CC5)C=6C=CC=CC6)([P](C=7C=CC=CC7)(C=8C=CC=CC8)C=9C=CC=CC9)[P](C=1C=CC=CC1)(C=1C=CC=CC1)C=1C=CC=CC1 (Pd(PPh3)4). The solvent is O (water), O (water). Conditions: temperature 120 celsius. The product is C(C)(C)C1=CC=CC(=N1)CN1N=C(C2=C(C=CC=C12)[N+](=O)[O-])C (1-((6-isopropylpyridin-2-yl)methyl)-3-methyl-4-nitro-1H-indazole). Yield: 73.0%. Reaction SMILES: O1[CH2:6][CH2:5]OCC1.BrC1[C:16]2[C:11](=[CH:12][CH:13]=[CH:14][C:15]=2[N+:17]([O-:19])=[O:18])[N:10]([CH2:20][C:21]2[CH:26]=[CH:25][CH:24]=[C:23]([CH:27]([CH3:29])[CH3:28])[N:22]=2)[N:9]=1.CB(O)O.C(=O)([O-])[O-].[K+].[K+]>O.C1C=CC([P]([Pd]([P](C2C=CC=CC=2)(C2C=CC=CC=2)C2C=CC=CC=2)([P](C2C=CC=CC=2)(C2C=CC=CC=2)C2C=CC=CC=2)[P](C2C=CC=CC=2)(C2C=CC=CC=2)C2C=CC=CC=2)(C2C=CC=CC=2)C2C=CC=CC=2)=CC=1>[CH:27]([C:23]1[N:22]=[C:21]([CH2:20][N:10]2[C:11]3[C:16](=[C:15]([N+:17]([O-:19])=[O:18])[CH:14]=[CH:13][CH:12]=3)[C:5]([CH3:6])=[N:9]2)[CH:26]=[CH:25][CH:24]=1)([CH3:29])[CH3:28] |f:3.4.5,^1:44,46,65,84|. Procedure: A 3 liter heavy walled reaction flask was charged with dioxane (1 liter), 3-bromo-1-((6-isopropylpyridin-2-yl)methyl)-4-nitro-1H-indazole (90 g, 0.24 mol), methyl boronic acid (72 g, 1.20 mol), Pd(PPh3)4 (9.7 g, 0.0084 mol), potassium carbonate (99.5 g, 0.719 mol), followed by 200 mL of water. This mixture was purged with argon for 10 minutes, flask sealed and heated to 120° C. for 16 hours. Another 1.5 mol % of Pd(PPh3)4 was added followed by another 2 equivalents of methyl boronic acid, and th... The reactants are C(C)(C)(C)OC(=O)N([C@@H]1CC[C@@H]([C@@H](C1)C(=O)OC(C)C)NC(CNC(C1=CC(=CC=C1)C(F)(F)F)=O)=O)C(C)C (isopropyl(1R,2S,5R)-5-(tert-butoxycarbonyl-isopropyl-amino)-2-(2-(3-trifluoromethyl-benzamido)acetamido)cyclohexanecarboxylate), product, C(=O)(C(F)(F)F)O (CF3COOH). Run in C(Cl)Cl (CH2Cl2). Run at time 2 hour. Product: C(C)(C)N[C@@H]1CC[C@@H]([C@@H](C1)C(=O)OC(C)C)NC(CNC(C1=CC(=CC=C1)C(F)(F)F)=O)=O ((1R,2S,5R)-isopropyl 5-(isopropylamino)-2-(2-(3-trifluoromethyl-benzamido)acetamido)cyclohexanecarboxylate). RXN SMILES: C(OC([N:8]([CH:38]([CH3:40])[CH3:39])[C@H:9]1[CH2:14][C@@H:13]([C:15]([O:17][CH:18]([CH3:20])[CH3:19])=[O:16])[C@@H:12]([NH:21][C:22](=[O:37])[CH2:23][NH:24][C:25](=[O:36])[C:26]2[CH:31]=[CH:30][CH:29]=[C:28]([C:32]([F:35])([F:34])[F:33])[CH:27]=2)[CH2:11][CH2:10]1)=O)(C)(C)C.C(O)(C(F)(F)F)=O>C(Cl)Cl>[CH:38]([NH:8][C@H:9]1[CH2:14][C@@H:13]([C:15]([O:17][CH:18]([CH3:20])[CH3:19])=[O:16])[C@@H:12]([NH:21][C:22](=[O:37])[CH2:23][NH:24][C:25](=[O:36])[C:26]2[CH:31]=[CH:30][CH:29]=[C:28]([C:32]([F:35])([F:34])[F:33])[CH:27]=2)[CH2:11][CH2:10]1)([CH3:39])[CH3:40]. Reported procedure: A solution of Step 1 product (120 mg) in CH2Cl2 is treated with CF3COOH (7 ml) and stirred at room temperature for 2 hours. The solution was evaporated and the residue neutralized with 1 N NaOH and extracted into CH2Cl2. The extract was washed with water, brine, dried over Na2SO4, filtered and the solvent evaporated to give 90 mg of the title compound as a white solid. 1H NMR (400 MHz, CDCl3) δ(TMS): 8.12 (s, 1 H), 8.02 (d, J=7.8 Hz, 1 H), 7.76 (d, J=7.8 Hz, 1 H), 7.57 (t, J=7.8 Hz, 1 H), 7.35 (... Reactants: CCOC(=O)C(CC(C)C)c1cc([N+](=O)[O-])c(OCC2CC2)c(C(F)(F)F)c1, CCO, Cl, [Na+], [Na+], O=C([O-])[O-]. Product: CCOC(=O)C(CC(C)C)c1cc(N)c(OCC2CC2)c(C(F)(F)F)c1. As a reaction SMILES: [CH2:1]([CH3:2])[O:3][C:4]([CH:5]([CH2:6][CH:7]([CH3:8])[CH3:9])[c:10]1[cH:11][c:12]([N+:25]([O-:26])=[O:27])[c:13]([O:20][CH2:21][CH:22]2[CH2:23][CH2:24]2)[c:14]([C:16]([F:17])([F:18])[F:19])[cH:15]1)=[O:28].[CH3:35][CH2:36][OH:37].[ClH:38].[Na+:29].[Na+:30].[O-:31][C:32](=[O:33])[O-:34]>>[CH2:1]([CH3:2])[O:3][C:4]([CH:5]([CH2:6][CH:7]([CH3:8])[CH3:9])[c:10]1[cH:11][c:12]([NH2:25])[c:13]([O:20][CH2:21][CH:22]2[CH2:23][CH2:24]2)[c:14]([C:16]([F:17])([F:18])[F:19])[cH:15]1)=[O:28]. The reactants are ( 82 ), ClC1=C(C=CC=C1Cl)C1CCNCC1 (4-(2,3-dichlorophenyl)piperidine), ( 52 ), C([O-])([O-])=O.[K+].[K+] (potassium carbonate), FC(CCI)(F)F (1,1,1-trifluoro-3-iodopropane), ( 54 ). The solvent is C(C)#N (acetonitrile). Yields the product ClC1=C(C=CC=C1Cl)C1(CCN(CC1)CCC(F)(F)F)O (4-(2,3-DICHLOROPHENYL)-1-(3,3,3-TRIFLUOROPROPYL)PIPERIDIN-4-OL). RXN SMILES: [Cl:1][C:2]1[C:7]([Cl:8])=[CH:6][CH:5]=[CH:4][C:3]=1[CH:9]1[CH2:14][CH2:13][NH:12][CH2:11][CH2:10]1.C(=O)([O-])[O-:16].[K+].[K+].[F:21][C:22]([F:27])([F:26])[CH2:23][CH2:24]I>C(#N)C>[Cl:1][C:2]1[C:7]([Cl:8])=[CH:6][CH:5]=[CH:4][C:3]=1[C:9]1([OH:16])[CH2:14][CH2:13][N:12]([CH2:24][CH2:23][C:22]([F:27])([F:26])[F:21])[CH2:11][CH2:10]1 |f:1.2.3|. Reported procedure: Preparation according to Example 2: 4-(2,3-dichlorophenyl)piperidine (0.02 g, 0.081 mmol), acetonitrile (2 ml), potassium carbonate (0.02 g, 0.14 mmol), 1,1,1-trifluoro-3-iodopropane (0.010 ml, 0.082 mmol). MS m/z (relative intensity, 70 eV) 343 (M+, 10), 341 (M+, 15), 260 (52), 258 (82), 152 (54), 42 (bp). Starting materials: FC(C=1C=C(C=CC1)C1CN(C1)C(C1=CC=CC=C1)C1=CC=CC=C1)(F)F (3-(3-(Trifluoromethyl)phenyl)-1-(diphenylmethyl)azetidine), NC[C@@H](C)O ((R)-1-amino-2-propanol), C(C)(C)(C)C1=CC=C(C=C1)C1CN(C1)C(=O)NCC=C (3-(4-tert-butylphenyl)-N-(2-propenyl)azetidine-1-carboxamide). Product: FC(C=1C=C(C=CC1)C1CN(C1)C[C@@H](C)O)(F)F ((R)-3-(3-(Trifluoromethyl)phenyl)-N-(2-hydroxypropyl)azetidine). RXN SMILES: [F:1][C:2]([F:27])([F:26])[C:3]1[CH:4]=[C:5]([CH:9]2[CH2:12][N:11]([CH:13](C3C=CC=CC=3)[C:14]3C=CC=C[CH:15]=3)[CH2:10]2)[CH:6]=[CH:7][CH:8]=1.NC[C@H]([OH:32])C.C(C1C=CC(C2CN(C(NCC=C)=O)C2)=CC=1)(C)(C)C>>[F:1][C:2]([F:27])([F:26])[C:3]1[CH:4]=[C:5]([CH:9]2[CH2:12][N:11]([CH2:13][C@H:14]([OH:32])[CH3:15])[CH2:10]2)[CH:6]=[CH:7][CH:8]=1. Procedure details: This compound was prepared from compound (38) and (R)-1-amino-2-propanol using the procedure described for compound (12). mp. 81-82° C.